This data is from the Open Reaction Database (ORD), a public repository of structured organic reaction records. The task is: describe an organic reaction: reactants, conditions, products, and yield Reactants: ClC1=CC=C(C=C1)C1=C2C(=NN1C1=C(C=CC=C1)Cl)C(N(C2)C(C)C)=O (3-(4-chloro-phenyl)-2-(2-chloro-phenyl)-5-isopropyl-4,5-dihydro-2H-pyrrolo[3,4-c]pyrazol-6-one), B.C1CCOC1 (BH3THF). Solvent: CO (MeOH). Yields the product ClC1=CC=C(C=C1)C1=C2C(=NN1C1=C(C=CC=C1)Cl)CN(C2)C(C)C (3-(4-chloro-phenyl)-2-(2-chloro-phenyl)-5-isopropyl-2,4,5,6-tetrahydro-pyrrolo[3,4-c]pyrazole). As a reaction SMILES: [Cl:1][C:2]1[CH:7]=[CH:6][C:5]([C:8]2[N:12]([C:13]3[CH:18]=[CH:17][CH:16]=[CH:15][C:14]=3[Cl:19])[N:11]=[C:10]3[C:20](=O)[N:21]([CH:23]([CH3:25])[CH3:24])[CH2:22][C:9]=23)=[CH:4][CH:3]=1.B.C1COCC1>CO>[Cl:1][C:2]1[CH:7]=[CH:6][C:5]([C:8]2[N:12]([C:13]3[CH:18]=[CH:17][CH:16]=[CH:15][C:14]=3[Cl:19])[N:11]=[C:10]3[CH2:20][N:21]([CH:23]([CH3:25])[CH3:24])[CH2:22][C:9]=23)=[CH:4][CH:3]=1 |f:1.2|. Procedure: A solution of 3-(4-chloro-phenyl)-2-(2-chloro-phenyl)-5-isopropyl-4,5-dihydro-2H-pyrrolo[3,4-c]pyrazol-6-one 3A-1 (7 mg, 0.018 mmol) and BH3THF (166 ml, 166 mmol) was stirred at room temperature for 1 hour and at 50° C. for 17 hours. After the reaction mixture was cooled to room temperature, MeOH (5 ml) was added. The reaction mixture was heated under reflux for 2 h, cooled to room temperature, and concentrated in vacuo. The residue was diluted with 4 M HCl/dioxanes (1 ml) and concentrated under... Reactants: COC(CCCCCCCC=1OC(=CC1)C(OC)OC)=O (8-(5-Dimethoxymethyl-2-furyl)-octanoic acid methyl ester), [H][H] (hydrogen). Reagents/catalysts: [Ni] (Raney nickel). Run in CO (methanol). The product is COC(CCCCCCCC1OC(CC1)C(OC)OC)=O (8-(5-dimethoxymethyl-tetrahydro-2-furyl)-octanoic acid methyl ester). The yield is 93.6%. Reaction SMILES: [CH3:1][O:2][C:3](=[O:21])[CH2:4][CH2:5][CH2:6][CH2:7][CH2:8][CH2:9][CH2:10][C:11]1[O:12][C:13]([CH:16]([O:19][CH3:20])[O:17][CH3:18])=[CH:14][CH:15]=1.[H][H]>[Ni].CO>[CH3:1][O:2][C:3](=[O:21])[CH2:4][CH2:5][CH2:6][CH2:7][CH2:8][CH2:9][CH2:10][CH:11]1[CH2:15][CH2:14][CH:13]([CH:16]([O:17][CH3:18])[O:19][CH3:20])[O:12]1. Reported procedure: 8-(5-Dimethoxymethyl-2-furyl)-octanoic acid methyl ester (6.03 g, 0.02 mol), methanol (50 ml) and Raney nickel (3.0 g) were shaken under 100 atmospheres of hydrogen for 48 hours at 85°-100° C. After filtration, the methanol was distilled under reduced pressure from a water bath (60° C). Ether (50 ml) was added to the residue, and the turbid colourless solution was filtered. The ethereal solution was evaporated to dryness from a water bath under reduced pressure, at last under 15 mm Hg. The resid... Reactants: Brc1ccc(-c2cnc3nnc(C4(c5ccc6ncccc6c5)CC4)n3n2)cc1, C1COCCO1, CNC1CCCCC1NC, CO, [Cu]I, [K+], [K+], [K+], O=P([O-])([O-])[O-], c1cn[nH]c1. Yields the product c1cnc2ccc(C3(c4nnc5ncc(-c6ccc(-n7cccn7)cc6)nn45)CC3)cc2c1. Reaction SMILES: [Br:1][c:2]1[cH:3][cH:4][c:5](-[c:8]2[cH:9][n:10][c:11]3[n:12]([n:13]2)[c:14]([C:17]2([c:20]4[cH:21][c:22]5[cH:23][cH:24][cH:25][n:26][c:27]5[cH:28][cH:29]4)[CH2:18][CH2:19]2)[n:15][n:16]3)[cH:6][cH:7]1.[CH2:53]1[O:54][CH2:55][CH2:56][O:57][CH2:58]1.[CH3:43][NH:44][CH:45]1[CH2:46][CH2:47][CH2:48][CH2:49][CH:50]1[NH:51][CH3:52].[CH3:59][OH:60].[Cu:61][I:62].[K+:40].[K+:41].[K+:42].[P:35]([O-:36])([O-:37])([O-:38])=[O:39].[nH:30]1[n:31][cH:32][cH:33][cH:34]1>>[c:2]1(-[n:30]2[n:31][cH:32][cH:33][cH:34]2)[cH:3][cH:4][c:5](-[c:8]2[cH:9][n:10][c:11]3[n:12]([n:13]2)[c:14]([C:17]2([c:20]4[cH:21][c:22]5[cH:23][cH:24][cH:25][n:26][c:27]5[cH:28][cH:29]4)[CH2:18][CH2:19]2)[n:15][n:16]3)[cH:6][cH:7]1. Reactants: II (iodine), BrCCC=C (4-bromobut-1-ene), Grignard reagent, BrC1=C(C=C(C=C1)C(F)(F)F)\C=N\S(=O)C(C)(C)C (N-{(E)-[2-bromo-5-(trifluoromethyl)phenyl]methylidene}-2-methylpropane-2-sulfinamide). The solvent is C1CCOC1 (THF), C1CCOC1 (THF). Reaction conditions: temperature 40 celsius. Yields the product BrC1=C(C=C(C=C1)C(F)(F)F)[C@H](CCC=C)NS(=O)C(C)(C)C (N-{(1S)-1-[2-bromo-5-(trifluoromethyl)phenyl]pent-4-en-1-yl}-2-methylpropane-2-sulfinamide). Isolated yield 64.9%. As a reaction SMILES: II.Br[CH2:4][CH2:5][CH:6]=[CH2:7].[Br:8][C:9]1[CH:14]=[CH:13][C:12]([C:15]([F:18])([F:17])[F:16])=[CH:11][C:10]=1/[CH:19]=[N:20]/[S:21]([C:23]([CH3:26])([CH3:25])[CH3:24])=[O:22]>C1COCC1>[Br:8][C:9]1[CH:14]=[CH:13][C:12]([C:15]([F:18])([F:17])[F:16])=[CH:11][C:10]=1[C@@H:19]([NH:20][S:21]([C:23]([CH3:26])([CH3:25])[CH3:24])=[O:22])[CH2:7][CH2:6][CH:5]=[CH2:4]. Procedure details: To a 100 mL three-neck RBF equipped with stir bar and condenser was added Mg (excess), catalytic iodine, THF (20 mL), followed by 4-bromobut-1-ene (4.55 g, 33.7 mmol) in small increments. The mixture was heated to 40° C. for 1 hour. The reaction was cooled to room temperature and the freshly made Grignard reagent was added via syringe into a 250 mL RBF with N-{(E)-[2-bromo-5-(trifluoromethyl)phenyl]methylidene}-2-methylpropane-2-sulfinamide (8.0 g, 22.5 mmol) in THF (100 mL). Upon completion, th... Yields the product CC(C)(C)OC(=O)C(C(=O)OC(C)(C)C)c1cc(F)cc(F)c1[N+](=O)[O-]. As a reaction SMILES: [C:3]([CH2:4][C:5](=[O:6])[O:7][C:8]([CH3:9])([CH3:10])[CH3:11])(=[O:12])[O:13][C:14]([CH3:15])([CH3:16])[CH3:17].[F:18][c:19]1[c:20]([N+:27](=[O:28])[O-:29])[c:21]([F:26])[cH:22][c:23]([F:25])[cH:24]1.[H-:2].[Na+:1].[O:30]=[CH:31][N:32]([CH3:33])[CH3:34]>>[C:3]([CH:4]([C:5](=[O:6])[O:7][C:8]([CH3:9])([CH3:10])[CH3:11])[c:19]1[c:20]([N+:27](=[O:28])[O-:29])[c:21]([F:26])[cH:22][c:23]([F:25])[cH:24]1)(=[O:12])[O:13][C:14]([CH3:15])([CH3:16])[CH3:17]. Reactants: CC(C)(C)OC(=O)CC(=O)OC(C)(C)C, O=[N+]([O-])c1c(F)cc(F)cc1F, [H-], [Na+], CN(C)C=O. Starting materials: CC(C)CC(CNC(=O)c1ccccc1)CC(=O)O, CN(C)c1ccncc1, C(=NC1CCCCC1)=NC1CCCCC1, ClCCl, OCc1ccccc1. The product is CC(C)CC(CNC(=O)c1ccccc1)CC(=O)OCc1ccccc1. RXN SMILES: [C:9]([c:10]1[cH:11][cH:12][cH:13][cH:14][cH:15]1)(=[O:16])[NH:17][CH2:18][CH:19]([CH2:20][C:21](=[O:22])[OH:23])[CH2:24][CH:25]([CH3:26])[CH3:27].[CH3:43][N:44]([CH3:45])[c:46]1[cH:47][cH:48][n:49][cH:50][cH:51]1.[CH:28]1([N:29]=[C:30]=[N:31][CH:32]2[CH2:33][CH2:34][CH2:35][CH2:36][CH2:37]2)[CH2:38][CH2:39][CH2:40][CH2:41][CH2:42]1.[Cl:52][CH2:53][Cl:54].[OH:1][CH2:2][c:3]1[cH:4][cH:5][cH:6][cH:7][cH:8]1>>[CH2:2]([c:3]1[cH:4][cH:5][cH:6][cH:7][cH:8]1)[O:23][C:21]([CH2:20][CH:19]([CH2:18][NH:17][C:9]([c:10]1[cH:11][cH:12][cH:13][cH:14][cH:15]1)=[O:16])[CH2:24][CH:25]([CH3:26])[CH3:27])=[O:22]. The reactants are BrCc1ccccc1, O=C([O-])[O-], CS(C)=O, [Cs+], [Cs+], O, COC(=O)CCc1ccc(O)cc1. The product is COC(=O)CCc1ccc(OCc2ccccc2)cc1. As a reaction SMILES: [Br:14][CH2:15][c:16]1[cH:17][cH:18][cH:19][cH:20][cH:21]1.[C:22](=[O:23])([O-:24])[O-:25].[CH3:29][S:30]([CH3:31])=[O:32].[Cs+:26].[Cs+:27].[OH2:28].[OH:1][c:2]1[cH:3][cH:4][c:5]([CH2:8][CH2:9][C:10](=[O:11])[O:12][CH3:13])[cH:6][cH:7]1>>[O:1]([c:2]1[cH:3][cH:4][c:5]([CH2:8][CH2:9][C:10](=[O:11])[O:12][CH3:13])[cH:6][cH:7]1)[CH2:15][c:16]1[cH:17][cH:18][cH:19][cH:20][cH:21]1.